From a dataset of the Open Reaction Database (ORD), a public repository of structured organic reaction records. describe an organic reaction: reactants, conditions, products, and yield Reactants: CN(C)CN(C)C (N,N,N',N'-tetramethyldiaminomethane), CN(C)CC1=CNC2=CC=C(C=C12)OC1=NC=CC=N1 (3-(N,N-dimethylaminomethyl)-5-(pyrimidin-2-yloxy)indole), C(C)(=O)Cl (acetyl chloride), N1=C(N=CC=C1)OC=1C=C2C=CNC2=CC1 (5-(pyrimidin-2-yloxy)indole), [C-]#N.[K+] (potassium cyanide), CI (methyl iodide). Run in C(Cl)Cl (CH2Cl2), C(Cl)Cl (CH2Cl2), CN(C)C=O (DMF). The product is C(#N)CC1=CNC2=CC=C(C=C12)OC1=NC=CC=N1 (3-cyanomethyl-5-(pyrimidin-2-yloxy)indole). RXN SMILES: CN(CN(C)C)C.C(Cl)(=O)C.[N:12]1[CH:17]=[CH:16][CH:15]=[N:14][C:13]=1[O:18][C:19]1[CH:20]=[C:21]2[C:25](=[CH:26][CH:27]=1)[NH:24][CH:23]=[CH:22]2.C[N:29]([CH2:31][C:32]1C2C(=CC=C(OC3N=CC=CN=3)C=2)NC=1)C.[C-]#N.[K+].CI>C(Cl)Cl.CN(C=O)C>[C:31]([CH2:32][C:22]1[C:21]2[C:25](=[CH:26][CH:27]=[C:19]([O:18][C:13]3[N:14]=[CH:15][CH:16]=[CH:17][N:12]=3)[CH:20]=2)[NH:24][CH:23]=1)#[N:29] |f:4.5|. Procedure details: Treatment of a cooled solution of N,N,N',N'-tetramethyldiaminomethane (0.854 g, 1.14 mL, 8.36 mmol) in CH2Cl2 (10 mL) with acetyl chloride (0.657 g, 0.59 mL, 8.36 mmol) followed by a solution of 5-(pyrimidin-2-yloxy)indole (1.268 g, 6.00 mmol) in CH2Cl2 (110 mL), gave after work-up: 3-(N,N-dimethylaminomethyl)-5-(pyrimidin-2-yloxy)indole as a yellow solid. This was treated with finely ground potassium cyanide (1.37 g, 21 mmol) and methyl iodide (2.94 g, 1.28 mL, 21 mmol) in DMF (70 mL) for 16 hr...